Dataset: the Open Reaction Database (ORD), a public repository of structured organic reaction records. Task: describe an organic reaction: reactants, conditions, products, and yield The reactants are C=NN1CCCCCC1 (N-methyleneazepan-1-amine), Cl.O1CCOCC1 (hydrochloric acid dioxane). Run in C(C)OCC (diethyl ether). Product: Cl.CNN1CCCCCC1 (N-methylazepan-1-amine hydrochloride). Isolated yield 53.0%. As a reaction SMILES: [CH2:1]=[N:2][N:3]1[CH2:9][CH2:8][CH2:7][CH2:6][CH2:5][CH2:4]1.[ClH:10].O1CCOCC1>C(OCC)C>[ClH:10].[CH3:1][NH:2][N:3]1[CH2:9][CH2:8][CH2:7][CH2:6][CH2:5][CH2:4]1 |f:1.2,4.5|. Procedure details: A pale-yellow oil obtained using the compound (1.20 g, 9.5 mmol) obtained in step A and according to the method of Reference Example 37, step C was dissolved in diethyl ether (15 ml), 4N hydrochloric acid-dioxane solution (1.8 ml) was added with stirring under ice-cooling, and the solution was concentrated under reduced pressure to give the title compound (0.85 g, yield 53%) as a pale-yellow oil. The reactants are C(C)N (ethylamine), O.ON1N=NC2=C1C=CC=C2 (1-hydroxybenzotriazole monohydrate), CC(C)(C)OC(=O)N[C@@H](CCC(=O)OCC1=CC=CC=C1)C(=O)O (Boc-Glu (OBzl)-OH), Cl.CN(CCCN=C=NCC)C (1-(3-dimethylaminopropyl)-3-ethylcarbodiimide hydrochloride). Solvent: C(C)N(CC)CC (triethylamine), [OH-].[Na+] (sodium hydroxide), CN(C)C=O (DMF). Run at time 8 hour. Yields the product crude product, C(C)(C)(C)OC(=O)N[C@@H](CCC(=O)O)C(NCC)=O ((4S)-4-(N-tert-butoxycarbonylamino)-4-(ethylcarbamoyl)butanoic acid). Reaction SMILES: [CH3:1][C:2]([O:5][C:6]([NH:8][C@H:9]([C:22]([OH:24])=O)[CH2:10][CH2:11][C:12]([O:14]CC1C=CC=CC=1)=[O:13])=[O:7])([CH3:4])[CH3:3].Cl.C[N:27](C)[CH2:28][CH2:29]CN=C=NCC.O.ON1C2C=CC=CC=2N=N1.C(N)C>CN(C=O)C.[OH-].[Na+].C(N(CC)CC)C>[C:2]([O:5][C:6]([NH:8][C@H:9]([C:22](=[O:24])[NH:27][CH2:28][CH3:29])[CH2:10][CH2:11][C:12]([OH:14])=[O:13])=[O:7])([CH3:1])([CH3:3])[CH3:4] |f:1.2,3.4,7.8|. Procedure: 337 mg (1.0 mmol) of Boc-Glu (OBzl)-OH, 191 mg (1.0 mmol) of 1-(3-dimethylaminopropyl)-3-ethylcarbodiimide hydrochloride, 152 mg (1.0 mmol) of 1-hydroxybenzotriazole monohydrate and 0.5 ml of triethylamine were suspended in 4.0 ml of DMF, to which 150 μl of 33% aqueous ethylamine solution was added. Following agitation at room temperature overnight, extraction was performed with ethyl acetate/water. The organic layer was washed with saturated saline and added with sodium sulfate for drying. The ...